This data is from the Open Reaction Database (ORD), a public repository of structured organic reaction records. The task is: describe an organic reaction: reactants, conditions, products, and yield Reactants: BrC=1C=CC(=C(N)C1)C (5-bromo-2-methyl aniline), C(C(=O)C)CC(C)=O (acetonyl acetone). The reagents and catalysts are Cl (HCl). The solvent is CCO (EtOH). Yields the product BrC=1C=CC(=C(C1)N1C(=CC=C1C)C)C (1-(5-bromo-2-methyl-phenyl)-2,5-dimethyl-1H-pyrrole). The yield is 59.8%. RXN SMILES: [Br:1][C:2]1[CH:3]=[CH:4][C:5]([CH3:9])=[C:6]([CH:8]=1)[NH2:7].[CH2:10]([CH2:14][C:15](=O)[CH3:16])[C:11]([CH3:13])=O>CCO.Cl>[Br:1][C:2]1[CH:3]=[CH:4][C:5]([CH3:9])=[C:6]([N:7]2[C:15]([CH3:16])=[CH:14][CH:10]=[C:11]2[CH3:13])[CH:8]=1. Reported procedure: To a solution 5-bromo-2-methyl aniline (6.38 g, 36.74 mmol) in EtOH (30 ml) was added acetonyl acetone (5.0 ml, 42.62 mmol) and one drop of conc. aqueous HCl. The mixture was heated at reflux for 18 h and then cooled. Solvent was evaporated to dryness under reduced pressure and the residue was partitioned between water and EtOAc. The organic layer was separated and washed with water and brine dried over MgSO4, filtered and concentrated to dryness under reduced pressure. Purification of the resid... Reactants: Potassium tert.-butylate, C(C(=O)OCC)(=O)OCC (diethyl oxalate), C(C=C)OC1=C(C(=CC=C1)[N+](=O)[O-])C (2-allyloxy-6-nitrotoluene). The solvent is C(C)(=O)O (acetic acid). The product is C(C=C)OC1=C(C(=CC=C1)[N+](=O)[O-])CC(C(=O)OCC)=O (ethyl 2-allyloxy-6-nitrophenylpyruvate). RXN SMILES: [C:1]([O:8][CH2:9][CH3:10])(=[O:7])[C:2]([O:4]CC)=O.[CH2:11]([O:14][C:15]1[CH:20]=[CH:19][CH:18]=[C:17]([N+:21]([O-:23])=[O:22])[C:16]=1[CH3:24])[CH:12]=[CH2:13]>C(O)(=O)C>[CH2:11]([O:14][C:15]1[CH:20]=[CH:19][CH:18]=[C:17]([N+:21]([O-:23])=[O:22])[C:16]=1[CH2:24][C:2](=[O:4])[C:1]([O:8][CH2:9][CH3:10])=[O:7])[CH:12]=[CH2:13]. Reported procedure: 0.625 mol Potassium tert.-butylate, 542 ml. diethyl oxalate and 95.7 g. 2-allyloxy-6-nitrotoluene are stirred for 3 hours at 60° C., then mixed with 1 N acetic acid and extracted with diethyl ether. The oxalic acid ester remaining behind in the ether residue is removed at an elevated temperature at water-pump pressure, 171 g. ethyl 2-allyloxy-6-nitrophenylpyruvate being obtained. Starting materials: CCCCN=C=O, C1CCOC1, CCOC(C)=O, ClCCl, CN(C)C=O, Nc1nccn2c(-c3ccccc3)cnc12. Product: CCCCNC(=O)Nc1nccn2c(-c3ccccc3)cnc12. As a reaction SMILES: [CH2:17]([CH2:18][CH2:19][CH3:20])[N:21]=[C:22]=[O:23].[CH2:32]1[O:33][CH2:34][CH2:35][CH2:36]1.[CH3:37][CH2:38][O:39][C:40]([CH3:41])=[O:42].[Cl:24][CH2:25][Cl:26].[O:27]=[CH:28][N:29]([CH3:30])[CH3:31].[c:1]1(-[c:7]2[cH:8][n:9][c:10]3[n:11]2[cH:12][cH:13][n:14][c:15]3[NH2:16])[cH:2][cH:3][cH:4][cH:5][cH:6]1>>[c:1]1(-[c:7]2[cH:8][n:9][c:10]3[n:11]2[cH:12][cH:13][n:14][c:15]3[NH:16][C:22]([NH:21][CH2:17][CH2:18][CH2:19][CH3:20])=[O:23])[cH:2][cH:3][cH:4][cH:5][cH:6]1. Yields the product COc1cc(Nc2nc3n(n2)CCC(C)(O)CC3c2ccc(OC(F)(F)F)cc2)ccc1-n1cnc(Cl)c1. Reactants: [Br-], C1CCOC1, C[Mg+], COc1cc(Nc2nc3n(n2)CCC(=O)CC3c2ccc(OC(F)(F)F)cc2)ccc1-n1cnc(Cl)c1, [Cu]I. Reaction SMILES: [Br-:1].[CH2:41]1[O:42][CH2:43][CH2:44][CH2:45]1.[CH3:2][Mg+:3].[Cl:4][c:5]1[n:6][cH:7][n:8](-[c:10]2[c:11]([O:39][CH3:40])[cH:12][c:13]([NH:16][c:17]3[n:18][n:19]4[c:20]([n:38]3)[CH:21]([c:27]3[cH:28][cH:29][c:30]([O:33][C:34]([F:35])([F:36])[F:37])[cH:31][cH:32]3)[CH2:22][C:23](=[O:26])[CH2:24][CH2:25]4)[cH:14][cH:15]2)[cH:9]1.[Cu:46][I:47]>>[CH3:2][C:23]1([OH:26])[CH2:22][CH:21]([c:27]2[cH:28][cH:29][c:30]([O:33][C:34]([F:35])([F:36])[F:37])[cH:31][cH:32]2)[c:20]2[n:19]([n:18][c:17]([NH:16][c:13]3[cH:12][c:11]([O:39][CH3:40])[c:10](-[n:8]4[cH:7][n:6][c:5]([Cl:4])[cH:9]4)[cH:15][cH:14]3)[n:38]2)[CH2:25][CH2:24]1. The reactants are COC(CC(C)=O)=O (3-oxo-butyric acid methyl ester), R3—(CH2)m—NH2, N1(CCCCC1)N (1-piperidinamine), BrCC(=O)C1=C(C=CC(=C1)OC)OC (2-bromo-1-(2,5-dimethoxy-phenyl)-ethanone), FC=1C=C(CCN)C=CC1 (3-fluoro-phenethylamine). Yields the product N1(CCCCC1)NC(=O)C1=C(N(C(=C1)C1=C(C=CC(=C1)OC)OC)CCC1=CC(=CC=C1)F)C (5-(2,5-Dimethoxy-phenyl)-1-[2-(3-fluoro-phenyl)-ethyl]-2-methyl-1H-pyrrole-3-carboxylic acid piperidin-1-ylamide). RXN SMILES: C[O:2][C:3](=O)[CH2:4][C:5](=O)[CH3:6].Br[CH2:10][C:11]([C:13]1[CH:18]=[C:17]([O:19][CH3:20])[CH:16]=[CH:15][C:14]=1[O:21][CH3:22])=O.[F:23][C:24]1[CH:25]=[C:26]([CH:30]=[CH:31][CH:32]=1)[CH2:27][CH2:28][NH2:29].[N:33]1([NH2:39])[CH2:38][CH2:37][CH2:36][CH2:35][CH2:34]1>>[N:33]1([NH:39][C:3]([C:4]2[CH:10]=[C:11]([C:13]3[CH:18]=[C:17]([O:19][CH3:20])[CH:16]=[CH:15][C:14]=3[O:21][CH3:22])[N:29]([CH2:28][CH2:27][C:26]3[CH:30]=[CH:31][CH:32]=[C:24]([F:23])[CH:25]=3)[C:5]=2[CH3:6])=[O:2])[CH2:38][CH2:37][CH2:36][CH2:35][CH2:34]1. Procedure details: The title compound was synthesized in analogy to Example 68, using 3-oxo-butyric acid methyl ester as compound of formula R, 2-bromo-1-(2,5-dimethoxy-phenyl)-ethanone as compound of formula S, 3-fluoro-phenethylamine as R3—(CH2)m—NH2 and 1-piperidinamine as R1R2NH, MS (ISP) 466.3 (M+H)+. Starting materials: [OH-].[Na+] (NaOH), [N+](=O)([O-])C=1C(=CC=2C=3N(C(NC2C1)=O)C(NN3)=O)N3CCCC3 (8-nitro-9-pyrrolidin-1-yl-2,3,5,6-tetrahydro[1,2,4]triazolo[4,3-c]quinazoline-3,5-dione). Run in CN(C=O)C (dimethylformamide). Run at time 30 minute. Yields the product [N+](=O)([O-])C=1C(=CC=2C=3N(C(NC2C1)=O)NC(N3)=O)N3CCCC3 (8-nitro-9-pyrrolidin-1-yl-2,3,5,6-tetrahydro-[1,2,4]triazolo[1,5-c]quinazoline-2,5-dione). The yield is 96.9%. Reaction SMILES: [OH-].[Na+].[N+:3]([C:6]1[C:7]([N:21]2[CH2:25][CH2:24][CH2:23][CH2:22]2)=[CH:8][C:9]2[C:10]3[N:11]([C:17](=[O:20])[NH:18][N:19]=3)[C:12](=[O:16])[NH:13][C:14]=2[CH:15]=1)([O-:5])=[O:4]>CN(C)C=O>[N+:3]([C:6]1[C:7]([N:21]2[CH2:25][CH2:24][CH2:23][CH2:22]2)=[CH:8][C:9]2[C:10]3[N:19]([NH:18][C:17](=[O:20])[N:11]=3)[C:12](=[O:16])[NH:13][C:14]=2[CH:15]=1)([O-:5])=[O:4] |f:0.1|. Procedure details: 9.86 ml of 0.1M NaOH were added to a solution of 200 mg (0.63 mmol) of 8-nitro-9-pyrrolidin-1-yl-2,3,5,6-tetrahydro[1,2,4]triazolo[4,3-c]quinazoline-3,5-dione and 20 ml of dimethylformamide and the mixture was stirred at room temperature for 30 min. Subsequently, the mixture was concentrated to dryness, treated 3 times with deionized water and again concentrated. The residue was dried in a high vacuum. There were obtained 193 mg (90%) of 8-nitro-9-pyrrolidin-1-yl-2,3,5,6-tetrahydro-[1,2,4]triazo... The reactants are CC1COCCN1c1cc(CS(=O)(=O)c2ccccc2)nc(-c2ccc(NC(=O)OC(C)(C)C)cc2)n1, ClCCl, O=C(O)C(F)(F)F. Product: CC1COCCN1c1cc(CS(=O)(=O)c2ccccc2)nc(-c2ccc(N)cc2)n1. Reaction SMILES: [CH3:1][CH:2]1[CH2:3][O:4][CH2:5][CH2:6][N:7]1[c:8]1[n:9][c:10](-[c:24]2[cH:25][cH:26][c:27]([NH:30][C:31](=[O:32])[O:33][C:34]([CH3:35])([CH3:36])[CH3:37])[cH:28][cH:29]2)[n:11][c:12]([CH2:14][S:15](=[O:16])(=[O:17])[c:18]2[cH:19][cH:20][cH:21][cH:22][cH:23]2)[cH:13]1.[Cl:45][CH2:46][Cl:47].[OH:38][C:39]([C:40]([F:41])([F:42])[F:43])=[O:44]>>[CH3:1][CH:2]1[CH2:3][O:4][CH2:5][CH2:6][N:7]1[c:8]1[n:9][c:10](-[c:24]2[cH:25][cH:26][c:27]([NH2:30])[cH:28][cH:29]2)[n:11][c:12]([CH2:14][S:15](=[O:16])(=[O:17])[c:18]2[cH:19][cH:20][cH:21][cH:22][cH:23]2)[cH:13]1. Reactants: alcohol, C(C)(C)(C)OC(N[C@H](C(=O)C1=CC(=CC=C1)OC)C)=O (tert-butyl[(1S)-2-(3-methoxyphenyl)-1-methyl-2-oxoethyl]carbamate), CC([O-])C.[Al+3].CC([O-])C.CC([O-])C (aluminium isopropoxide), CC(C)O (2-propanol). Solvent: C1(=CC=CC=C1)C (toluene). Reaction conditions: temperature 50 celsius, time 8 hour. The product is C(C)(C)(C)OC(N[C@H]([C@@H](C1=CC(=CC=C1)OC)O)C)=O (tert-Butyl[(1S,2R)-2-hydroxy-2-(3-methoxyphenyl)-1-methylethyl]carbamate). Isolated yield 98.5%. RXN SMILES: [C:1]([O:5][C:6](=[O:20])[NH:7][C@@H:8]([CH3:19])[C:9]([C:11]1[CH:16]=[CH:15][CH:14]=[C:13]([O:17][CH3:18])[CH:12]=1)=[O:10])([CH3:4])([CH3:3])[CH3:2].CC(C)[O-].[Al+3].CC(C)[O-].CC(C)[O-].CC(O)C>C1(C)C=CC=CC=1>[C:1]([O:5][C:6](=[O:20])[NH:7][C@@H:8]([CH3:19])[C@H:9]([OH:10])[C:11]1[CH:16]=[CH:15][CH:14]=[C:13]([O:17][CH3:18])[CH:12]=1)([CH3:4])([CH3:2])[CH3:3] |f:1.2.3.4|. Procedure: A mixture of tert-butyl[(1S)-2-(3-methoxyphenyl)-1-methyl-2-oxoethyl]carbamate (13.6 g, 48.7 mmol), aluminium isopropoxide (1.99 g, 9.70 mmol), 2-propanol (41 mL, 535 mmol) in toluene (63 mL) was stirred under an atmosphere of argon at 50° C. overnight. LC/MS showed complete conversion into the alcohol. The mixture was partitioned between ethyl acetate (200 mL) and hydrochloric acid (1M, 200 mL). The organic phase was washed with water (200 mL), dried over magnesium sulfate and concentrated to g... Reactants: OC1=CC=C(C=CC(=O)O)C=C1 (4-hydroxycinnamic acid), C([O-])([O-])=O.[K+].[K+] (potassium carbonate). The solvent is CS(=O)C (dimethyl sulfoxide). Conditions: time 10 hour. Product: C(CCCCCC)OC1=CC=C(C=CC(=O)O)C=C1 (4-heptyloxycinnamic acid). Isolated yield 78.0%. As a reaction SMILES: [OH:1][C:2]1[CH:12]=[CH:11][C:5]([CH:6]=[CH:7][C:8]([OH:10])=[O:9])=[CH:4][CH:3]=1.C(=O)([O-])[O-].[K+].[K+]>CS(C)=O>[CH2:11]([O:1][C:2]1[CH:3]=[CH:4][C:5]([CH:6]=[CH:7][C:8]([OH:10])=[O:9])=[CH:11][CH:12]=1)[CH2:12][CH2:2][CH2:3][CH2:4][CH2:5][CH3:6] |f:1.2.3|. Procedure details: In 50 ml of dimethyl sulfoxide was suspended 15.5 g of 4-hydroxycinnamic acid, 30.0 g of bromoheptyl and 50.0 g of potassium carbonate, and were vigorously stirred for 10 hours with a mechanical stirrer while the flask was heated in oil bath under reflux. After the obtained reaction mixture was cooled, it was filtered through Celite, and the resultant residue was washed with 300 of ethyl acetate. After 500 ml of water was added to the washed mixture and the mixture was extracted with 2.5 liter o... Reactants: C(C)OC(=O)C1CCN(CC1)C (1-Methylpiperidine-4-carboxylic acid ethyl ester), OCCN (2-hydroxyethylamine). Solvent: C(Cl)Cl.CO (methylene chloride methanol). Reaction conditions: temperature 60 celsius. The product is CN1CCC(CC1)C(=O)NCCO (1-Methyl-N-(2-hydroxyethyl)-piperidine-4-carboxylic acid amide). Yield: 52.0%. Reaction SMILES: C(O[C:4]([CH:6]1[CH2:11][CH2:10][N:9]([CH3:12])[CH2:8][CH2:7]1)=[O:5])C.[OH:13][CH2:14][CH2:15][NH2:16]>C(Cl)Cl.CO>[CH3:12][N:9]1[CH2:8][CH2:7][CH:6]([C:4]([NH:16][CH2:15][CH2:14][OH:13])=[O:5])[CH2:11][CH2:10]1 |f:2.3|. Procedure: 17.1 g. (0.1 mole) 1-Methylpiperidine-4-carboxylic acid ethyl ester (literature: J.A.C.S., 74, 3831/1952). are heated to 60° C. for 48 hours with 9 ml. (0.15 mole) 2-hydroxyethylamine and purified over a silica gel column with methylene chloride/methanol (9:1 v/v). There are obtained 9.5 g. of base in the form of a viscous oil. Yield 52% of theory.